Dataset: the Open Reaction Database (ORD), a public repository of structured organic reaction records. Task: describe an organic reaction: reactants, conditions, products, and yield Starting materials: CCCCOC(=O)C(NC(=O)OC(C)(C)C)OC(C)=O, ClCCl, CCOC(C)=O, c1ccoc1. The product is CCCCOC(=O)C(NC(=O)OC(C)(C)C)c1ccco1. RXN SMILES: [CH2:1]([CH2:2][CH2:3][CH3:4])[O:5][C:6]([CH:7]([NH:8][C:9](=[O:10])[O:11][C:12]([CH3:13])([CH3:14])[CH3:15])[O:16][C:17](=[O:18])[CH3:19])=[O:20].[CH2:26]([Cl:27])[Cl:28].[CH3:29][CH2:30][O:31][C:32](=[O:33])[CH3:34].[cH:21]1[cH:22][cH:23][o:24][cH:25]1>>[CH2:1]([CH2:2][CH2:3][CH3:4])[O:5][C:6]([CH:7]([NH:8][C:9](=[O:10])[O:11][C:12]([CH3:13])([CH3:14])[CH3:15])[c:23]1[cH:22][cH:21][cH:25][o:24]1)=[O:20]. Starting materials: CNC(C)C\C=C\C=1C=NC=C(C1)OCC ((4E)-N-methyl-5-(5-ethoxy-3-pyridyl)-4-penten-2-amine), O=C([C@H](O)[C@@H](O)[C@@H](O)[C@H](O)C(=O)O)O (galactaric acid), O (Water). Solvent: C(C)O (ethanol). Yields the product O=C([C@H](O)[C@@H](O)[C@@H](O)[C@H](O)C(=O)O)O.CNC(C)C\C=C\C=1C=NC=C(C1)OCC.CNC(C)C\C=C\C=1C=NC=C(C1)OCC ((4E)-N-Methyl-5-(5-ethoxy-3-pyridyl)-4-penten-2-amine Hemigalactarate). RXN SMILES: [CH3:1][NH:2][CH:3]([CH2:5]/[CH:6]=[CH:7]/[C:8]1[CH:9]=[N:10][CH:11]=[C:12]([O:14][CH2:15][CH3:16])[CH:13]=1)[CH3:4].[O:17]=[C:18]([OH:30])[C@@H:19]([C@H:21]([C@H:23]([C@@H:25]([C:27]([OH:29])=[O:28])[OH:26])[OH:24])[OH:22])[OH:20].O>C(O)C>[O:17]=[C:18]([OH:30])[C@@H:19]([C@H:21]([C@H:23]([C@@H:25]([C:27]([OH:29])=[O:28])[OH:26])[OH:24])[OH:22])[OH:20].[CH3:1][NH:2][CH:3]([CH2:5]/[CH:6]=[CH:7]/[C:8]1[CH:9]=[N:10][CH:11]=[C:12]([O:14][CH2:15][CH3:16])[CH:13]=1)[CH3:4].[CH3:1][NH:2][CH:3]([CH2:5]/[CH:6]=[CH:7]/[C:8]1[CH:9]=[N:10][CH:11]=[C:12]([O:14][CH2:15][CH3:16])[CH:13]=1)[CH3:4] |f:4.5.6|. Procedure: To a solution of (4E)-N-methyl-5-(5-ethoxy-3-pyridyl)-4-penten-2-amine (151.4 mg, 0.68 mmol) in absolute ethanol (2.3 mL) was added galactaric acid (72.2 mg, 0.34 mmol). Water (0.5 mL) was added dropwise while gently warming the light-brown solution. The solution was filtered through glass wool to remove a few insoluble particles, washing the filter plug with ethanol-water (4:1, v/v) (1 mL). The filtrate was diluted with ethanol (3.4 mL), cooled to ambient temperature, and further cooled at 5° C...